From a dataset of the Open Reaction Database (ORD), a public repository of structured organic reaction records. describe an organic reaction: reactants, conditions, products, and yield Reactants: C(C)(=O)OC(C)=O (Acetic anhydride), [N+](=O)([O-])C1=CC=C(C=C1)N1CC(C1)N (1-(4-nitrophenyl)-azetidin-3-ylamine). Solvent: N1=CC=CC=C1 (pyridine). Conditions: time 1 hour. Product: [N+](=O)([O-])C1=CC=C(C=C1)N1CC(C1)NC(C)=O (N-[1-(4-Nitrophenyl)azetidin-3-yl]acetamide). As a reaction SMILES: C(O[C:5](=[O:7])[CH3:6])(=O)C.[N+:8]([C:11]1[CH:16]=[CH:15][C:14]([N:17]2[CH2:20][CH:19]([NH2:21])[CH2:18]2)=[CH:13][CH:12]=1)([O-:10])=[O:9]>N1C=CC=CC=1>[N+:8]([C:11]1[CH:12]=[CH:13][C:14]([N:17]2[CH2:18][CH:19]([NH:21][C:5](=[O:7])[CH3:6])[CH2:20]2)=[CH:15][CH:16]=1)([O-:10])=[O:9]. Reported procedure: Acetic anhydride (0.6 ml) was added to a solution of 1-(4-nitrophenyl)-azetidin-3-ylamine (0.5 g ) in pyridine (1.2 ml). After one hour, volatile fractions were removed. This resulted in the product with the molecular weight of 235.24 (C11H13N3O3); MS (ESI): 236 (M+H+). The reactants are FC(C1=CC(=C(C=C1)NN)[N+](=O)[O-])(F)F (4-Trifluoromethyl-2-nitrophenylhydrazine), C(#N)C(C(=O)OCC)=COCC (ethyl 2-cyano-3-ethoxyacrylate). The solvent is C(C)O (ethanol). Yields the product C(#N)C(C(=O)OCC)=CNNC1=C(C=C(C=C1)C(F)(F)F)[N+](=O)[O-] (ethyl 2-cyano-3-(2-nitro-4-trifluoromethylphenylhydrazino)acrylate). As a reaction SMILES: [F:1][C:2]([F:15])([F:14])[C:3]1[CH:8]=[CH:7][C:6]([NH:9][NH2:10])=[C:5]([N+:11]([O-:13])=[O:12])[CH:4]=1.[C:16]([C:18](=[CH:24]OCC)[C:19]([O:21][CH2:22][CH3:23])=[O:20])#[N:17]>C(O)C>[C:16]([C:18](=[CH:24][NH:10][NH:9][C:6]1[CH:7]=[CH:8][C:3]([C:2]([F:14])([F:15])[F:1])=[CH:4][C:5]=1[N+:11]([O-:13])=[O:12])[C:19]([O:21][CH2:22][CH3:23])=[O:20])#[N:17]. Procedure: 4-Trifluoromethyl-2-nitrophenylhydrazine (13.5 g) and ethyl 2-cyano-3-ethoxyacrylate (10.3 g) were heated under reflux in ethanol (300 ml) for 24 hours. The solvent was removed under reduced pressure and the resulting residue triturated with dichloromethane/hexane to give ethyl 2-cyano-3-(2-nitro-4-trifluoromethylphenylhydrazino)acrylate, m.p. 163°-164°. The reactants are C(C)OC(C(C(=O)OCC)C(C1=C(C=C(C(=C1)F)F)Cl)=O)=O ((2-chloro-4,5-difluorobenzoyl)propanedioic acid diethyl ester). Run in O1CCOCC1 (p-dioxane), O (water). The product is C(C)OC(CC(C1=C(C=C(C(=C1)F)F)Cl)=O)=O (2-chloro-4,5-difluoro-β-oxobenzenepropanoic acid ethyl ester). Reaction SMILES: [CH2:1]([O:3][C:4](=[O:22])[CH:5]([C:11](=[O:21])[C:12]1[CH:17]=[C:16]([F:18])[C:15]([F:19])=[CH:14][C:13]=1[Cl:20])C(OCC)=O)[CH3:2]>O1CCOCC1.O>[CH2:1]([O:3][C:4](=[O:22])[CH2:5][C:11](=[O:21])[C:12]1[CH:17]=[C:16]([F:18])[C:15]([F:19])=[CH:14][C:13]=1[Cl:20])[CH3:2]. Procedure details: In accordance with the above reaction scheme, a solution of 2-chloro-4,5-difluorobenzoic acid (V) in acetonitrile containing a catalytic amount of dimethylformamide is reacted under an inert atmosphere with the dropwise addition of oxalyl chloride, giving 2-chloro-4,5-difluorobenzoic acid chloride (VI) which is dissolved in diethyl ether and slowly added to a cold solution of magnesium diethylmalonate, followed by the addition to ice water and acidification to pH 2.5, giving (2-chloro-4,5-difluo... Reactants: C1CCOC1, CCN(C(C)C)C(C)C, Cl, Cl, COc1cccc2c1nc(C(F)F)n2-c1nc(N2CCNCC2)nc(N2CCOCC2)n1, O=S(=O)(CCCN1CCOCC1)N1CCNCC1. Product: COc1cccc2c1nc(C(F)F)n2-c1nc(N2CCOCC2)nc(N2CCN(S(=O)(=O)CCCN3CCOCC3)CC2)n1. Reaction SMILES: [CH2:62]1[O:63][CH2:64][CH2:65][CH2:66]1.[CH:53]([N:54]([CH2:55][CH3:56])[CH:57]([CH3:58])[CH3:59])([CH3:60])[CH3:61].[ClH:33].[ClH:34].[F:1][CH:2]([c:3]1[n:4][c:5]2[c:6]([n:7]1-[c:8]1[n:9][c:10]([N:20]3[CH2:21][CH2:22][NH:23][CH2:24][CH2:25]3)[n:11][c:12]([N:14]3[CH2:15][CH2:16][O:17][CH2:18][CH2:19]3)[n:13]1)[cH:26][cH:27][cH:28][c:29]2[O:30][CH3:31])[F:32].[N:35]1([S:41](=[O:42])(=[O:43])[CH2:44][CH2:45][CH2:46][N:47]2[CH2:48][CH2:49][O:50][CH2:51][CH2:52]2)[CH2:36][CH2:37][NH:38][CH2:39][CH2:40]1>>[F:1][CH:2]([c:3]1[n:4][c:5]2[c:6]([n:7]1-[c:8]1[n:9][c:10]([N:20]3[CH2:21][CH2:22][N:23]([S:41](=[O:42])(=[O:43])[CH2:44][CH2:45][CH2:46][N:47]4[CH2:48][CH2:49][O:50][CH2:51][CH2:52]4)[CH2:24][CH2:25]3)[n:11][c:12]([N:14]3[CH2:15][CH2:16][O:17][CH2:18][CH2:19]3)[n:13]1)[cH:26][cH:27][cH:28][c:29]2[O:30][CH3:31])[F:32]. Starting materials: O1C(CCCC1)N1N=C(C2=CC(=CC=C12)C1=NN(C=N1)C(C1=CC=CC=C1)(C1=CC=CC=C1)C1=CC=CC=C1)C=1C=C(C=CC1)N (3-{1-perhydro-2H-pyran-2-yl-5-[1-(triphenylmethyl)(1,2,4-triazol-3-yl)]-1H-indazol-3-yl}phenylamine), COC1=CC=C(C(=O)Cl)C=C1 (4-methoxybenzoyl chloride), O (Water). The solvent is N1=CC=CC=C1 (pyridine). Conditions: time 15 hour. Yields the product N1N=C(N=C1)C=1C=C2C(=NNC2=CC1)C=1C=C(C=CC1)NC(=O)C1=CC=C(C=C1)OC (N-[3-(5-(1H-1,2,4-Triazol-3-yl)(1H-indazol-3-yl))phenyl](4-methoxyphenyl)carboxamide). The yield is 66.4%. As a reaction SMILES: O1CCCCC1[N:7]1[C:15]2[C:10](=[CH:11][C:12]([C:16]3[N:20]=[CH:19][N:18](C(C4C=CC=CC=4)(C4C=CC=CC=4)C4C=CC=CC=4)[N:17]=3)=[CH:13][CH:14]=2)[C:9]([C:40]2[CH:41]=[C:42]([NH2:46])[CH:43]=[CH:44][CH:45]=2)=[N:8]1.[CH3:47][O:48][C:49]1[CH:57]=[CH:56][C:52]([C:53](Cl)=[O:54])=[CH:51][CH:50]=1.O>N1C=CC=CC=1>[NH:18]1[CH:19]=[N:20][C:16]([C:12]2[CH:11]=[C:10]3[C:15](=[CH:14][CH:13]=2)[NH:7][N:8]=[C:9]3[C:40]2[CH:41]=[C:42]([NH:46][C:53]([C:52]3[CH:56]=[CH:57][C:49]([O:48][CH3:47])=[CH:50][CH:51]=3)=[O:54])[CH:43]=[CH:44][CH:45]=2)=[N:17]1. Procedure details: To a solution of 3-{1-perhydro-2H-pyran-2-yl-5-[1-(triphenylmethyl)(1,2,4-triazol-3-yl)]-1H-indazol-3-yl}phenylamine (0.200 g, 0.33 mmol) in pyridine (2 mL) was added 4-methoxybenzoyl chloride (0.068 g, 0.40 mmol). The reaction was stirred at room temperature for 15 h. Water (10 mL) was added and the solid collected by suction filtration. The solid was dried in a vacuum oven for 3 h. The residue was dissolved in 4 N hydrochloric acid in 1,4-dioxane (10 mL) and the mixture was stirred at room tem... Reactants: O=[N+]([O-])c1ccc(CBr)cc1OCc1ccccc1, CC#N, C1=C(N2CCCC2)CCc2ccccc21. Yields the product [Br-], O=[N+]([O-])c1ccc(CC2C(=[N+]3CCCC3)CCc3ccccc32)cc1OCc1ccccc1. As a reaction SMILES: [CH2:16]([c:17]1[cH:18][cH:19][cH:20][cH:21][cH:22]1)[O:23][c:24]1[c:25]([N+:32](=[O:33])[O-:34])[cH:26][cH:27][c:28]([CH2:30][Br:31])[cH:29]1.[CH3:35][C:36]#[N:37].[CH:1]1=[C:2]([N:11]2[CH2:12][CH2:13][CH2:14][CH2:15]2)[CH2:3][CH2:4][c:5]2[cH:6][cH:7][cH:8][cH:9][c:10]21>>[Br-:31].[CH:1]1([CH2:30][c:28]2[cH:27][cH:26][c:25]([N+:32](=[O:33])[O-:34])[c:24]([O:23][CH2:16][c:17]3[cH:18][cH:19][cH:20][cH:21][cH:22]3)[cH:29]2)[C:2](=[N+:11]2[CH2:12][CH2:13][CH2:14][CH2:15]2)[CH2:3][CH2:4][c:5]2[cH:6][cH:7][cH:8][cH:9][c:10]21. Reactants: [Br-], [Cu+2], CCOC(=O)c1csc(N)n1, [Na+], [Na+], O=[N+]([O-])[O-], O=S(=O)([O-])[O-], O, O=S(=O)(O)O. The product is CCOC(=O)c1csc(Br)n1. As a reaction SMILES: [Br-:13].[Cu+2:25].[NH2:1][c:2]1[s:3][cH:4][c:5]([C:7](=[O:8])[O:9][CH2:10][CH3:11])[n:6]1.[Na+:12].[Na+:19].[O-:20][N+:21](=[O:22])[O-:23].[O-:26][S:27](=[O:28])(=[O:29])[O-:30].[OH2:24].[S:14](=[O:15])(=[O:16])([OH:17])[OH:18]>>[c:2]1([Br:13])[s:3][cH:4][c:5]([C:7](=[O:8])[O:9][CH2:10][CH3:11])[n:6]1.